describe an organic reaction: reactants, conditions, products, and yield From a dataset of the Open Reaction Database (ORD), a public repository of structured organic reaction records. Yields the product O=c1cc(C(F)(F)F)c2ccc(NS(=O)(=O)c3ccc(Cl)cc3)cc2o1. Starting materials: CN(C)c1ccncc1, O=S(=O)(Cl)c1ccc(Cl)cc1, Cl, Nc1ccc2c(C(F)(F)F)cc(=O)oc2c1, c1ccncc1. RXN SMILES: [CH3:29][N:30]([CH3:31])[c:32]1[cH:33][cH:34][n:35][cH:36][cH:37]1.[Cl:17][c:18]1[cH:19][cH:20][c:21]([S:24](=[O:25])(=[O:26])[Cl:27])[cH:22][cH:23]1.[ClH:28].[NH2:1][c:2]1[cH:3][cH:4][c:5]2[c:6]([C:13]([F:14])([F:15])[F:16])[cH:7][c:8](=[O:12])[o:9][c:10]2[cH:11]1.[cH:38]1[cH:39][cH:40][n:41][cH:42][cH:43]1>>[NH:1]([c:2]1[cH:3][cH:4][c:5]2[c:6]([C:13]([F:14])([F:15])[F:16])[cH:7][c:8](=[O:12])[o:9][c:10]2[cH:11]1)[S:24]([c:21]1[cH:20][cH:19][c:18]([Cl:17])[cH:23][cH:22]1)(=[O:25])=[O:26]. Reactants: FC(C=1C=C(C=CC1)CCC(=O)O)(F)F (3-(3-trifluoromethylphenyl)propionic acid), S(O)(O)(=O)=O (sulphuric acid), C(C)O (ethanol), O (water). The product is FC(C=1C=C(C=CC1)CCC(=O)OCC)(F)F (ethyl 3-(3-trifluoromethylphenyl)propionate). Reaction SMILES: [F:1][C:2]([F:15])([F:14])[C:3]1[CH:4]=[C:5]([CH2:9][CH2:10][C:11]([OH:13])=[O:12])[CH:6]=[CH:7][CH:8]=1.S(=O)(=O)(O)O.O.[CH2:22](O)[CH3:23]>>[F:1][C:2]([F:14])([F:15])[C:3]1[CH:4]=[C:5]([CH2:9][CH2:10][C:11]([O:13][CH2:22][CH3:23])=[O:12])[CH:6]=[CH:7][CH:8]=1. Procedure: A solution of 3-(3-trifluoromethylphenyl)propionic acid (13.6 g) in anhydrous ethanol (25 ml) containing concentrated sulphuric acid (1.5 ml) was heated at reflux for 24 hours and was then poured into water (100 ml). The mixture was extracted with diethyl ether and the ethereal extract was washed with water, with aqueous sodium carbonate solution (2 N), and with water, then dried over magnesium sulphate and evaporated. The resulting residue was distilled, to give ethyl 3-(3-trifluoromethylphenyl...